This data is from the Open Reaction Database (ORD), a public repository of structured organic reaction records. The task is: describe an organic reaction: reactants, conditions, products, and yield Reactants: C(C)OC(COC1=C(C=C(C=C1)S(=O)(=O)Cl)C)=O (4-Chlorosulfonyl-2-methylphenoxy-acetic acid ethyl ester), [Sn] (tin), Cl.O1CCOCC1 (HCl dioxane). The solvent is CCO (EtOH). Run at temperature 0 celsius. Yields the product C(C)OC(COC1=C(C=C(C=C1)S)C)=O (4-Mercapto-2-methylphenoxy-acetic acid ethyl ester). RXN SMILES: [CH2:1]([O:3][C:4](=[O:18])[CH2:5][O:6][C:7]1[CH:12]=[CH:11][C:10]([S:13](Cl)(=O)=O)=[CH:9][C:8]=1[CH3:17])[CH3:2].[Sn].Cl.O1CCOCC1>CCO>[CH2:1]([O:3][C:4](=[O:18])[CH2:5][O:6][C:7]1[CH:12]=[CH:11][C:10]([SH:13])=[CH:9][C:8]=1[CH3:17])[CH3:2] |f:2.3,^3:18|. Procedure details: An oven-dried 1 L round-bottomed flask was charged with compound 10.2 (37.3 g, 127 mmol), finely powdered tin (74.3 g, 626 mmol), and EtOH (157 mL) and the solution was cooled to 0° C. Next, 4 N HCl/dioxane (157 mL, 628 mmol) was added dropwise at 0° C., and the reaction was refluxed for 2.5 h. The reaction mixture was concentrated, and the formed precipitate was filtered off and washed with 300 mL of chloroform. The combined filtrate and washing were concentrated to a slightly yellow oil, which... Reactants: BrCc1ccccc1, C1CCOC1, [H-], [Na+], c1cc(-c2n[nH]c3ccccc23)nc(C2OCCCO2)c1, O. Product: c1ccc(Cn2nc(-c3cccc(C4OCCCO4)n3)c3ccccc32)cc1. RXN SMILES: [Br:24][CH2:25][c:26]1[cH:27][cH:28][cH:29][cH:30][cH:31]1.[CH2:33]1[O:34][CH2:35][CH2:36][CH2:37]1.[H-:2].[Na+:1].[O:3]1[CH:4]([c:9]2[cH:10][cH:11][cH:12][c:13](-[c:15]3[n:16][nH:17][c:18]4[cH:19][cH:20][cH:21][cH:22][c:23]34)[n:14]2)[O:5][CH2:6][CH2:7][CH2:8]1.[OH2:32]>>[O:3]1[CH:4]([c:9]2[cH:10][cH:11][cH:12][c:13](-[c:15]3[n:16][n:17]([CH2:25][c:26]4[cH:27][cH:28][cH:29][cH:30][cH:31]4)[c:18]4[cH:19][cH:20][cH:21][cH:22][c:23]34)[n:14]2)[O:5][CH2:6][CH2:7][CH2:8]1. Starting materials: CC(C)(C)OC(=O)N1Cc2ccc(C(=O)O)cc2C1, CCN=C=NCCCN(C)C, CO, Cl, Nc1ccc(C2(c3ccccc3)CC2)[nH]c1=S, CN(C)C=O, O, On1nnc2ccccc21. Yields the product CC(C)(C)OC(=O)N1Cc2ccc(C(=O)Nc3ccc(C4(c5ccccc5)CC4)[nH]c3=S)cc2C1. As a reaction SMILES: [C:18]([CH3:19])([CH3:20])([CH3:21])[O:22][C:23](=[O:24])[N:25]1[CH2:26][c:27]2[cH:28][cH:29][c:30]([C:34](=[O:35])[OH:36])[cH:31][c:32]2[CH2:33]1.[CH2:49]([N:50]=[C:51]=[N:52][CH2:53][CH2:54][CH2:55][N:56]([CH3:57])[CH3:58])[CH3:59].[CH3:60][OH:61].[ClH:48].[NH2:1][c:2]1[c:3](=[S:17])[nH:4][c:5]([C:8]2([c:11]3[cH:12][cH:13][cH:14][cH:15][cH:16]3)[CH2:9][CH2:10]2)[cH:6][cH:7]1.[O:62]=[CH:63][N:64]([CH3:65])[CH3:66].[OH2:37].[n:38]1([OH:39])[c:40]2[cH:41][cH:42][cH:43][cH:44][c:45]2[n:46][n:47]1>>[NH:1]([c:2]1[c:3](=[S:17])[nH:4][c:5]([C:8]2([c:11]3[cH:12][cH:13][cH:14][cH:15][cH:16]3)[CH2:9][CH2:10]2)[cH:6][cH:7]1)[C:34]([c:30]1[cH:29][cH:28][c:27]2[c:32]([cH:31]1)[CH2:33][N:25]([C:23]([O:22][C:18]([CH3:19])([CH3:20])[CH3:21])=[O:24])[CH2:26]2)=[O:35].